From a dataset of the Open Reaction Database (ORD), a public repository of structured organic reaction records. describe an organic reaction: reactants, conditions, products, and yield Starting materials: O=c1[nH]nc2c(-c3ccc(Cl)cc3)c(-c3ccc(Cl)cc3)cnn12, Clc1ccc(CBr)cc1, [K+], [K+], O=C([O-])[O-], CN(C)C=O, O. Yields the product O=c1n(Cc2ccc(Cl)cc2)nc2c(-c3ccc(Cl)cc3)c(-c3ccc(Cl)cc3)cnn12. As a reaction SMILES: [Cl:1][c:2]1[cH:3][cH:4][c:5](-[c:8]2[c:9](-[c:18]3[cH:19][cH:20][c:21]([Cl:24])[cH:22][cH:23]3)[c:10]3[n:11]([n:12][cH:13]2)[c:14](=[O:17])[nH:15][n:16]3)[cH:6][cH:7]1.[Cl:31][c:32]1[cH:33][cH:34][c:35]([CH2:36][Br:37])[cH:38][cH:39]1.[K+:25].[K+:26].[O-:27][C:28]([O-:29])=[O:30].[O:41]=[CH:42][N:43]([CH3:44])[CH3:45].[OH2:40]>>[Cl:1][c:2]1[cH:3][cH:4][c:5](-[c:8]2[c:9](-[c:18]3[cH:19][cH:20][c:21]([Cl:24])[cH:22][cH:23]3)[c:10]3[n:11]([n:12][cH:13]2)[c:14](=[O:17])[n:15]([CH2:36][c:35]2[cH:34][cH:33][c:32]([Cl:31])[cH:39][cH:38]2)[n:16]3)[cH:6][cH:7]1. Starting materials: CCN=C=NCCCN(C)C, COC(=O)C(O)CN, CCOC(C)=O, O=C(Nc1ccc(SC(F)(F)F)cc1)NC(c1ccc(C(=O)O)cc1)c1ccc(C2CCCCC2)cc1, CCN(C(C)C)C(C)C, Cl, CN(C)C=O, O, On1nnc2cccnc21. Product: COC(=O)C(O)CNC(=O)c1ccc(C(NC(=O)Nc2ccc(SC(F)(F)F)cc2)c2ccc(C3CCCCC3)cc2)cc1. Reaction SMILES: [CH3:48][CH2:49][N:50]=[C:51]=[N:52][CH2:53][CH2:54][CH2:55][N:56]([CH3:57])[CH3:58].[CH3:60][O:61][C:62]([CH:63]([CH2:64][NH2:65])[OH:66])=[O:67].[CH3:83][CH2:84][O:85][C:86](=[O:87])[CH3:88].[CH:1]1([c:7]2[cH:8][cH:9][c:10]([CH:13]([c:14]3[cH:15][cH:16][c:17]([C:18](=[O:19])[OH:20])[cH:21][cH:22]3)[NH:23][C:24](=[O:25])[NH:26][c:27]3[cH:28][cH:29][c:30]([S:33][C:34]([F:35])([F:36])[F:37])[cH:31][cH:32]3)[cH:11][cH:12]2)[CH2:2][CH2:3][CH2:4][CH2:5][CH2:6]1.[CH:68]([N:69]([CH:70]([CH3:71])[CH3:72])[CH2:73][CH3:74])([CH3:75])[CH3:76].[ClH:59].[O:77]=[CH:78][N:79]([CH3:80])[CH3:81].[OH2:82].[OH:38][n:39]1[c:40]2[n:41][cH:42][cH:43][cH:44][c:45]2[n:46][n:47]1>>[CH:1]1([c:7]2[cH:8][cH:9][c:10]([CH:13]([c:14]3[cH:15][cH:16][c:17]([C:18](=[O:19])[NH:65][CH2:64][CH:63]([C:62]([O:61][CH3:60])=[O:67])[OH:66])[cH:21][cH:22]3)[NH:23][C:24](=[O:25])[NH:26][c:27]3[cH:28][cH:29][c:30]([S:33][C:34]([F:35])([F:36])[F:37])[cH:31][cH:32]3)[cH:11][cH:12]2)[CH2:2][CH2:3][CH2:4][CH2:5][CH2:6]1. The reactants are CN(C)S(=O)(=O)n1cc(C(O)c2ccnc3ccccc23)nc1[Si](C)(C)C(C)(C)C, CC(=O)Cl, Cc1ccccc1, c1ccncc1. Product: CC(=O)OC(c1cn(S(=O)(=O)N(C)C)c([Si](C)(C)C(C)(C)C)n1)c1ccnc2ccccc12. Reaction SMILES: [CH3:1][N:2]([S:3](=[O:4])(=[O:5])[n:6]1[c:7]([Si:23]([CH3:24])([CH3:25])[C:26]([CH3:27])([CH3:28])[CH3:29])[n:8][c:9]([CH:11]([c:12]2[cH:13][cH:14][n:15][c:16]3[cH:17][cH:18][cH:19][cH:20][c:21]23)[OH:22])[cH:10]1)[CH3:30].[CH3:37][C:38]([Cl:39])=[O:40].[CH3:41][c:42]1[cH:43][cH:44][cH:45][cH:46][cH:47]1.[cH:31]1[cH:32][cH:33][n:34][cH:35][cH:36]1>>[CH3:1][N:2]([S:3](=[O:4])(=[O:5])[n:6]1[c:7]([Si:23]([CH3:24])([CH3:25])[C:26]([CH3:27])([CH3:28])[CH3:29])[n:8][c:9]([CH:11]([c:12]2[cH:13][cH:14][n:15][c:16]3[cH:17][cH:18][cH:19][cH:20][c:21]23)[O:22][C:38]([CH3:37])=[O:40])[cH:10]1)[CH3:30]. Reactants: ClC1=CC=C(C=C1)I (1-chloro-4-iodo-benzene), C(C)OC(COC1=CC=C(C=C1)CN(C(C#CC1=CC=CC=C1)=O)C1=CC=CC=C1)=O ((4-{[phenyl-(3-phenyl-propynoyl)-amino]-methyl}-phenoxy)-acetic acid ethyl ester). Yields the product C(C)OC(COC1=CC=C(C=C1)CN1C(/C(/C2=CC=CC=C12)=C(\C1=CC=CC=C1)/C1=CC=C(C=C1)Cl)=O)=O ((4-{3-[1-(4-Chloro-phenyl)-1-phenyl-meth-(E)-ylidene]-2-oxo-2,3-dihydro-indol-1-ylmethyl}-phenoxy)-acetic acid ethyl ester). Reaction SMILES: [Cl:1][C:2]1[CH:7]=[CH:6][C:5](I)=[CH:4][CH:3]=1.[CH2:9]([O:11][C:12](=[O:39])[CH2:13][O:14][C:15]1[CH:20]=[CH:19][C:18]([CH2:21][N:22]([C:33]2[CH:38]=[CH:37][CH:36]=[CH:35][CH:34]=2)[C:23](=[O:32])[C:24]#[C:25][C:26]2[CH:31]=[CH:30][CH:29]=[CH:28][CH:27]=2)=[CH:17][CH:16]=1)[CH3:10]>>[CH2:9]([O:11][C:12](=[O:39])[CH2:13][O:14][C:15]1[CH:20]=[CH:19][C:18]([CH2:21][N:22]2[C:33]3[C:34](=[CH:35][CH:36]=[CH:37][CH:38]=3)/[C:24](=[C:25](\[C:5]3[CH:6]=[CH:7][C:2]([Cl:1])=[CH:3][CH:4]=3)/[C:26]3[CH:27]=[CH:28][CH:29]=[CH:30][CH:31]=3)/[C:23]2=[O:32])=[CH:17][CH:16]=1)[CH3:10]. Reported procedure: The title compound was prepared in analogy to Example 5 starting from 1-chloro-4-iodo-benzene (commercially available) and (4-{[phenyl-(3-phenyl-propynoyl)-amino]-methyl}-phenoxy)-acetic acid ethyl ester. 1H NMR (300 Hz, CDCl3): δppm 1.28 (t, 3H), 4.26 (q, 2H), 4.57 (s, 2H), 4.84 (s, 2H), 6.51 (d, 1H), 6.67-6.71 (m, 2H), 6.83 (d, 2H), 7.08 (t, 1H), 7.24-7.42 (m, 11H). The reactants are CO (methanol), Cl (HCl), COC(=O)C1=CN=C(S1)N1CCN(CC1)C(C1=CC=CC=C1)=O (2-(4-benzoyl-piperazin-1-yl)-thiazole-5-carboxylic acid methyl ester), Cl.NO (hydroxylamine hydrochloride), C[O-].[Na+] (sodium methoxide). Solvent: O1CCOCC1 (1,4-dioxane). Run at time 2 hour. Yields the product C(C1=CC=CC=C1)(=O)N1CCN(CC1)C=1SC(=CN1)C(=O)O (2-(4-benzoyl-piperazin-1-yl)-thiazole-5-carboxylic acid). RXN SMILES: C[O:2][C:3]([C:5]1[S:9][C:8]([N:10]2[CH2:15][CH2:14][N:13]([C:16](=[O:23])[C:17]3[CH:22]=[CH:21][CH:20]=[CH:19][CH:18]=3)[CH2:12][CH2:11]2)=[N:7][CH:6]=1)=[O:4].Cl.NO.C[O-].[Na+].CO.Cl>O1CCOCC1>[C:16]([N:13]1[CH2:14][CH2:15][N:10]([C:8]2[S:9][C:5]([C:3]([OH:4])=[O:2])=[CH:6][N:7]=2)[CH2:11][CH2:12]1)(=[O:23])[C:17]1[CH:22]=[CH:21][CH:20]=[CH:19][CH:18]=1 |f:1.2,3.4|. Procedure details: To a solution of compound 22b (100 mg, 0.321 mmol) in 1,4-dioxane (2 mL) were added hydroxylamine hydrochloride (222 mg, 3.191 mmol) and a freshly prepared solution of sodium methoxide in methanol (110 mg, 4.712 mmol of sodium dissolved in 1.5 mL of methanol) under a N2 atmosphere. The reaction mixture was stirred at room temperature for 2 h. The reaction mixture was acidified to pH˜6 with 1M HCl and the formed precipitates were filtered off. The filtrate was diluted with ethyl acetate (5 mL) an... The reactants are O (water), FC=1C=C(C=CC1Br)I (3-fluoro-4-bromo iodobenzene), dichlorobistriphenylphosphine palladium, C(CC)C1=CC=C(C=C1)C#C (4-propyl phenylacetylene). The reagents and catalysts are [Cu](I)I (copper iodide). Solvent: C(C)NCC (diethylamine). The product is FC1=C(C=CC(=C1)C#CC1=CC=C(C=C1)CCC)Br (2-fluoro-4-[2-(4-propylphenyl)ethynyl]bromobenzene). Isolated yield 100.0%. RXN SMILES: [F:1][C:2]1[CH:3]=[C:4](I)[CH:5]=[CH:6][C:7]=1[Br:8].[CH2:10]([C:13]1[CH:18]=[CH:17][C:16]([C:19]#[CH:20])=[CH:15][CH:14]=1)[CH2:11][CH3:12].O>C(NCC)C.[Cu](I)I>[F:1][C:2]1[CH:3]=[C:4]([C:20]#[C:19][C:16]2[CH:17]=[CH:18][C:13]([CH2:10][CH2:11][CH3:12])=[CH:14][CH:15]=2)[CH:5]=[CH:6][C:7]=1[Br:8]. Procedure details: To a solution of 33 mmol of 3-fluoro-4-bromo iodobenzene, 0.6 mmol of copper iodide and 1.1 mmol of dichlorobistriphenylphosphine palladium in 100 ml of diethylamine were added dropwise 33 mmol of 4-propyl phenylacetylene under an argon stream while stirring. After completion of the addition, the solution was stirred at room temperature for a further 2 hours and placed into water. The solution was extracted with heptane, washed with water and concentrated under reduced pressure to afford a brown... Reactants: C(C)OC=1C=C(OC=2C=CC3=C(C=C(CCS3(=O)=O)C(=O)OC)C2)C=CC1OCCOCCC (methyl 7-[3-ethoxy-4-(2-propoxyethoxy)phenoxy]-1,1-dioxo-2,3-dihydro-1-benzothiepine-4-carboxylate), aqueous solution, C([O-])([O-])=O.[K+].[K+] (potassium carbonate), Cl (hydrochloric acid). The product is C(C)OC=1C=C(OC=2C=CC3=C(C=C(CCS3(=O)=O)C(=O)O)C2)C=CC1OCCOCCC (7-[3-ethoxy-4-(2-propoxyethoxy)phenoxy]-1,1-dioxo-2,3-dihydro-1-benzothiepine-4-carboxylic acid). Isolated yield 64.7%. Solvent: C1CCOC1.CO (THF methanol). Procedure: Into a solution of methyl 7-[3-ethoxy-4-(2-propoxyethoxy)phenoxy]-1,1-dioxo-2,3-dihydro-1-benzothiepine-4-carboxylate (0.45 g) in THF-methanol (10-5 ml) was added at room temperature a 1 M aqueous solution of potassium carbonate (1.8 ml), and the resulting mixture was stirred at 65° C. for 20 hours. After cooling to room temperature, 1 N hydrochloric acid (10 ml) was added to the reaction mixture, which was extracted with ethyl acetate. The organic layer was washed with an aqueous saturated solu... Conditions: temperature 65 celsius, time 20 hour. RXN SMILES: [CH2:1]([O:3][C:4]1[CH:5]=[C:6]([CH:25]=[CH:26][C:27]=1[O:28][CH2:29][CH2:30][O:31][CH2:32][CH2:33][CH3:34])[O:7][C:8]1[CH:9]=[CH:10][C:11]2[S:17](=[O:19])(=[O:18])[CH2:16][CH2:15][C:14]([C:20]([O:22]C)=[O:21])=[CH:13][C:12]=2[CH:24]=1)[CH3:2].C(=O)([O-])[O-].[K+].[K+].Cl>C1COCC1.CO>[CH2:1]([O:3][C:4]1[CH:5]=[C:6]([CH:25]=[CH:26][C:27]=1[O:28][CH2:29][CH2:30][O:31][CH2:32][CH2:33][CH3:34])[O:7][C:8]1[CH:9]=[CH:10][C:11]2[S:17](=[O:19])(=[O:18])[CH2:16][CH2:15][C:14]([C:20]([OH:22])=[O:21])=[CH:13][C:12]=2[CH:24]=1)[CH3:2] |f:1.2.3,5.6|. Reactants: CC(C)CC1NC(=O)N(c2cc(F)ccc2F)C1=O, CI, [H-], [Na+], CN(C)C=O, O. Product: CC(C)CC1C(=O)N(c2cc(F)ccc2F)C(=O)N1C. Reaction SMILES: [CH3:1][CH:2]([CH2:3][CH:4]1[C:5](=[O:18])[N:6]([c:10]2[c:11]([F:17])[cH:12][cH:13][c:14]([F:16])[cH:15]2)[C:7](=[O:9])[NH:8]1)[CH3:19].[CH3:22][I:23].[H-:20].[Na+:21].[O:24]=[CH:25][N:26]([CH3:27])[CH3:28].[OH2:29]>>[CH3:1][CH:2]([CH2:3][CH:4]1[C:5](=[O:18])[N:6]([c:10]2[c:11]([F:17])[cH:12][cH:13][c:14]([F:16])[cH:15]2)[C:7](=[O:9])[N:8]1[CH3:22])[CH3:19].